This data is from the Open Reaction Database (ORD), a public repository of structured organic reaction records. The task is: describe an organic reaction: reactants, conditions, products, and yield Starting materials: B(=O)[O-].[Na+] (sodium boranate), N1(C=NC=C1)C=C(C(C(C)(C)C)=O)OC1=CC=C(C=C1)Cl (1-(imidazol-1-yl)-2-(4-chlorophenoxy)-4,4-dimethyl-1-penten-3-one). The solvent is CO (methanol). Reaction conditions: time 3 hour. The product is N1(C=NC=C1)C=C(C(C(C)(C)C)O)OC1=CC=C(C=C1)Cl (1-(imidazol-1-yl)-2-(4-chlorophenoxy)-4,4-dimethyl-1-penten-3-ol). Yield: 92.6%. As a reaction SMILES: B([O-])=O.[Na+].[N:5]1([CH:10]=[C:11]([O:18][C:19]2[CH:24]=[CH:23][C:22]([Cl:25])=[CH:21][CH:20]=2)[C:12](=[O:17])[C:13]([CH3:16])([CH3:15])[CH3:14])[CH:9]=[CH:8][N:7]=[CH:6]1>CO>[N:5]1([CH:10]=[C:11]([O:18][C:19]2[CH:24]=[CH:23][C:22]([Cl:25])=[CH:21][CH:20]=2)[CH:12]([OH:17])[C:13]([CH3:16])([CH3:15])[CH3:14])[CH:9]=[CH:8][N:7]=[CH:6]1 |f:0.1|. Reported procedure: 12.4 g (0.33 mols) of sodium boranate were introduced in portions into a solution of 98.8 g (0.33 mols) of 1-(imidazol-1-yl)-2-(4-chlorophenoxy)-4,4-dimethyl-1-penten-3-one in 1,000 ml of methanol at 20° to 30° C. in the course of 30 minutes, with slight external cooling. After 3 hours, the solution was filtered and the filtrate was acidified with 10% strength acetic acid and evaporated under reduced pressure. The solid residue which remained was stirred into 1.3 liters of water. The water-insol...